This data is from the Open Reaction Database (ORD), a public repository of structured organic reaction records. The task is: describe an organic reaction: reactants, conditions, products, and yield Reaction SMILES: [Br-].[K+].BrBr.[CH3:5][O:6][C:7]1[CH:15]=[CH:14][CH:13]=[C:12]2[C:8]=1[CH:9]=[CH:10][N:11]2[CH3:16].C(=O)(O)[O-:18].[Na+]>O.[Pd].C(O)(C)(C)C>[CH3:5][O:6][C:7]1[CH:15]=[CH:14][CH:13]=[C:12]2[C:8]=1[CH2:9][C:10](=[O:18])[N:11]2[CH3:16] |f:0.1,4.5|. Reactants: BrBr (bromine), C([O-])(O)=O.[Na+] (sodium bicarbonate), [Br-].[K+] (potassium bromide), BrBr (bromine), COC1=C2C=CN(C2=CC=C1)C (4-methoxy-1-methyl-1H-indole). The product is COC1=C2CC(N(C2=CC=C1)C)=O (4-methoxy-1-methyl-1,3-dihydro-indol-2-one). Procedure details: To a solution of potassium bromide (3986 mg, 33.5 mmol) in water (26.5 ml) was added bromine (0.863 ml, 16.75 mmol). A separate flask containing 4-methoxy-1-methyl-1H-indole (900 mg, 5.58 mmol) was charged with t-butanol (20.00 ml) and water (20.0 ml). To this flask was added 22.5 mL of bromine solution dropwise. The mixture was permitted to stir for approximately 30 minutes and then was neutralized with saturated aqueous sodium bicarbonate and quenched with saturated aqueous sodium thiosulfate.... Reagents/catalysts: [Pd] (palladium on carbon). The solvent is O (water), C(C)(C)(C)O (t-butanol), O (water). Conditions: time 30 minute. Starting materials: CO, ClCc1cc(OCC2CC2)ccn1, Cl, Fc1ccc2[nH]c(S)nc2c1, [Na+], [OH-], O. Product: Fc1ccc2[nH]c(SCc3cc(OCC4CC4)ccn3)nc2c1. Reaction SMILES: [CH3:29][OH:30].[CH:13]1([CH2:16][O:17][c:18]2[cH:19][c:20]([CH2:24][Cl:25])[n:21][cH:22][cH:23]2)[CH2:14][CH2:15]1.[ClH:12].[F:1][c:2]1[cH:3][c:4]2[c:5]([nH:6][c:7]([SH:9])[n:8]2)[cH:10][cH:11]1.[Na+:27].[OH-:26].[OH2:28]>>[F:1][c:2]1[cH:3][c:4]2[c:5]([nH:6][c:7]([S:9][CH2:24][c:20]3[cH:19][c:18]([O:17][CH2:16][CH:13]4[CH2:14][CH2:15]4)[cH:23][cH:22][n:21]3)[n:8]2)[cH:10][cH:11]1.